This data is from the Open Reaction Database (ORD), a public repository of structured organic reaction records. The task is: describe an organic reaction: reactants, conditions, products, and yield The reactants are NC1=CC(=C(C=C1)O)F (4-amino-2-fluorophenol), CN1N(C(C(=C1C)C(=O)O)=O)C1=CC=CC=C1 (1,5-dimethyl-3-oxo-2-phenyl-2,3-dihydro-1H-pyrazole-4-carboxylic acid), CCN=C=NCCCN(C)C (EDCI), C1=CC2=C(N=C1)N(N=N2)O (HOAT). Solvent: C(Cl)Cl (DCM). Conditions: temperature 45 celsius, time 12 hour. Yields the product NC1=NC=CC(=C1)OC1=C(C=C(C=C1)NC(=O)C=1C(N(N(C1C)C)C1=CC=CC=C1)=O)F (N-(4-((2-aminopyridin-4-yl)oxy)-3-fluorophenyl)-1,5-dimethyl-3-oxo-2-phenyl-2,3-dihydro-1H-pyrazole-4-carboxamide). Yield: 367.4%. RXN SMILES: [NH2:1][C:2]1[CH:7]=[CH:6][C:5]([OH:8])=[C:4]([F:9])[CH:3]=1.[CH3:10][N:11]1[C:15]([CH3:16])=[C:14]([C:17]([OH:19])=O)[C:13](=[O:20])[N:12]1[C:21]1[CH:26]=[CH:25][CH:24]=[CH:23][CH:22]=1.CCN=C=NCCCN(C)C.[CH:38]1[CH:43]=[N:42][C:41]2[N:44](O)N=N[C:40]=2[CH:39]=1>C(Cl)Cl>[NH2:44][C:41]1[CH:40]=[C:39]([O:8][C:5]2[CH:6]=[CH:7][C:2]([NH:1][C:17]([C:14]3[C:13](=[O:20])[N:12]([C:21]4[CH:26]=[CH:25][CH:24]=[CH:23][CH:22]=4)[N:11]([CH3:10])[C:15]=3[CH3:16])=[O:19])=[CH:3][C:4]=2[F:9])[CH:38]=[CH:43][N:42]=1. Procedure details: To a suspension of 4-amino-2-fluorophenol (2.54 g, 20 mmol) and 1,5-dimethyl-3-oxo-2-phenyl-2,3-dihydro-1H-pyrazole-4-carboxylic acid (4.74 g, 20.4 mmol) in DCM (60 mL) were added EDCI (4.6 g, 24 mmol) and HOAT (0.54 g, 4 mmol). The reaction was stirred at 45° C. for 12 hours, then cool to rt, quenched with H2O (10 mL), and stirred for another 4 hours. The solid was obtained by filtration and washed with DCM (20 mL×3), then dried at 60° C. in vacuo for 12 hours to give the title compound as a pa... Reactants: CCOC(C)=O, CCOC(=O)C(CCCCCN1C(=O)c2ccccc2C1=O)NC1CSc2ccccc2N(CC(=O)OC(C)(C)C)C1=O, Cl. The product is CCOC(=O)C(CCCCCN1C(=O)c2ccccc2C1=O)NC1CSc2ccccc2N(CC(=O)O)C1=O, Cl. As a reaction SMILES: [C:44]([O:45][CH2:46][CH3:47])(=[O:48])[CH3:49].[CH2:1]([CH3:2])[O:3][C:4](=[O:5])[CH:6]([CH2:7][CH2:8][CH2:9][CH2:10][CH2:11][N:12]1[C:13](=[O:22])[c:14]2[c:15]([cH:18][cH:19][cH:20][cH:21]2)[C:16]1=[O:17])[NH:23][CH:24]1[CH2:25][S:26][c:27]2[c:28]([cH:40][cH:41][cH:42][cH:43]2)[N:29]([CH2:32][C:33](=[O:34])[O:35][C:36]([CH3:37])([CH3:38])[CH3:39])[C:30]1=[O:31].[ClH:50]>>[CH2:1]([CH3:2])[O:3][C:4](=[O:5])[CH:6]([CH2:7][CH2:8][CH2:9][CH2:10][CH2:11][N:12]1[C:13](=[O:22])[c:14]2[c:15]([cH:18][cH:19][cH:20][cH:21]2)[C:16]1=[O:17])[NH:23][CH:24]1[CH2:25][S:26][c:27]2[c:28]([cH:40][cH:41][cH:42][cH:43]2)[N:29]([CH2:32][C:33](=[O:34])[OH:35])[C:30]1=[O:31].[ClH:50]. The reactants are O1N=CC=C1C(=O)Cl (Isoxazole-5-carbonyl chloride), Cl (HCl), C(CC(=O)OCC)(=O)OCC (diethyl malonate), [Li] (lithium), di-lithium. The solvent is C1CCOC1 (THF), C1CCOC1 (THF). Reaction conditions: temperature -78 celsius, time 10 minute. Yields the product C(C)OC(CC(=O)C1=CC=NO1)=O (3-Isoxazol-5-yl-3-oxo-propionic acid ethyl ester). As a reaction SMILES: [C:1]([O:9]CC)(=O)[CH2:2][C:3]([O:5][CH2:6][CH3:7])=[O:4].[Li].[O:13]1[C:17](C(Cl)=O)=[CH:16][CH:15]=[N:14]1.Cl>C1COCC1>[CH2:6]([O:5][C:3](=[O:4])[CH2:2][C:1]([C:17]1[O:13][N:14]=[CH:15][CH:16]=1)=[O:9])[CH3:7] |^1:11|. Procedure details: To a stirred solution of diethyl malonate (2.6 ml, 2.74 g) in THF (40 ml) under an atmosphere of nitrogen at −60° C. was added nbutyl lithium (2.5 M, 18.9 ml) dropwise over 15 mins, keeping the temperature constant. The reaction became a cloudy white colour from the formation of the di-lithium salt then became yellowish. After 10 mins, the reaction was cooled to −78° C., when a solution of Isoxazole-5-carbonyl chloride (1 g) in THF (10 ml) was added dropwise over 15 mins. The reaction then warme... Starting materials: OC1=NOC(=C1)C(=O)OC (methyl 3-hydroxy-5-isoxazole carboxylate), C(C)(C)N(C(C)C)CC (N,N-diisopropylethylamine), COCCl (chloromethyl methyl ether). Run in ClCCl (dichloromethane), O1CCCC1 (tetrahydrofuran). Reaction conditions: time 2 hour. Product: CCOC1=NOC(=C1)C(=O)OC (Methyl 3-(Methylmethoxy)-5-isoxazole Carboxylate). The yield is 5.4%. RXN SMILES: [OH:1][C:2]1[CH:6]=[C:5]([C:7]([O:9][CH3:10])=[O:8])[O:4][N:3]=1.[CH:11](N(CC)C(C)C)(C)[CH3:12].COCCl>O1CCCC1.ClCCl>[CH3:11][CH2:12][O:1][C:2]1[CH:6]=[C:5]([C:7]([O:9][CH3:10])=[O:8])[O:4][N:3]=1. Procedure details: A solution of 2.0 g (14.0 mmol) of methyl 3-hydroxy-5-isoxazole carboxylate and 29.2 ml (16.8 mmol) of N,N-diisopropylethylamine in 20 ml of tetrahydrofuran was treated with 1.27 ml of chloromethyl methyl ether. After being stirred at ambient temperature for 2 h, the solution was diluted with dichloromethane, washed with water, dried over MgSO4, and concentrated in vacuo. Silica gel chromatography of the residue using 10% methanol in dichloromethane provided 129.6 mg (78%) of the desired compoun... Reactants: C(#N)CNCCC(C1=CC=CC=C1)C1=CC=CC=C1 (N-cyanomethyl-3,3-diphenylpropylamine), IC (iodomethane), C([O-])([O-])=O.[K+].[K+] (potassium carbonate). The solvent is C(C)#N (acetonitrile), ClCCl (dichloromethane). Conditions: time 16 hour. Product: CN(CC#N)CCC(C1=CC=CC=C1)C1=CC=CC=C1 (N-methyl-N-cyanomethyl-3,3-diphenylpropylamine). Yield: 43.0%. As a reaction SMILES: [C:1]([CH2:3][NH:4][CH2:5][CH2:6][CH:7]([C:14]1[CH:19]=[CH:18][CH:17]=[CH:16][CH:15]=1)[C:8]1[CH:13]=[CH:12][CH:11]=[CH:10][CH:9]=1)#[N:2].IC.[C:22](=O)([O-])[O-].[K+].[K+]>C(#N)C.ClCCl>[CH3:22][N:4]([CH2:5][CH2:6][CH:7]([C:14]1[CH:15]=[CH:16][CH:17]=[CH:18][CH:19]=1)[C:8]1[CH:9]=[CH:10][CH:11]=[CH:12][CH:13]=1)[CH2:3][C:1]#[N:2] |f:2.3.4|. Procedure: A mixture of 0.72 g (2.9 mmol) N-cyanomethyl-3,3-diphenylpropylamine (from step 1), 0.49 g (3.4 mmol) iodomethane and 1.6 g potassium carbonate in 5 ml acetonitrile was stirred at room temperature for 16 hours. The reaction mixture was diluted with dichloromethane, washed with water, the solvent evaporated, and the residue chromatographed on silica gel column with 20% ethyl acetate in hexanes to give 0.33 g (yield 43%) N-methyl-N-cyanomethyl-3,3-diphenylpropylamine as an oil which solidified on ...